From a dataset of the Open Reaction Database (ORD), a public repository of structured organic reaction records. describe an organic reaction: reactants, conditions, products, and yield Starting materials: OC(CCC1=CC=C(S1)C(=O)O)C (5-(3-hydroxy-butyl)-2-thiophenecarboxylic acid), methyl ester, CI (methyl iodide), C([O-])(O)=O.[Na+] (sodium bicarbonate), C1(=CC=C(C=C1)S(=O)(=O)Cl)C (p-toluene-sulfonyl chloride), [N-]=[N+]=[N-].[Na+] (sodium azide). Solvent: CC(=O)N(C)C (dimethylacetamide), N1=CC=CC=C1 (pyridine), CS(=O)C (dimethylsulfoxide). The product is N(=[N+]=[N-])C(CCC1=CC=C(S1)C(=O)OC)C (methyl 5-(3-azidobutyl)-2-thiophenecarboxylate). Reaction SMILES: O[CH:2]([CH3:13])[CH2:3][CH2:4][C:5]1[S:9][C:8]([C:10]([OH:12])=[O:11])=[CH:7][CH:6]=1.[CH3:14]I.C(=O)(O)[O-].[Na+].C1(C)C=CC(S(Cl)(=O)=O)=CC=1.[N-:32]=[N+:33]=[N-:34].[Na+]>CC(N(C)C)=O.N1C=CC=CC=1.CS(C)=O>[N:32]([CH:2]([CH3:13])[CH2:3][CH2:4][C:5]1[S:9][C:8]([C:10]([O:12][CH3:14])=[O:11])=[CH:7][CH:6]=1)=[N+:33]=[N-:34] |f:2.3,5.6|. Procedure: For the preparation of the amine starting material of Example 7,4-(5-acetyl-2-thienyl)-2-butanone was reacted with ethylene glycol, triethyl o-formate and p-toluenesulfonic acid in methylene chloride selectively to give methyl 5-[2-(2-methyl-1,3-dioxolan-2-yl)ethyl]-2-thienyl ketone. Oxidation with sodium hypobromite and subsequent hydrolysis gave 5-(3-oxobutyl)-2-thiophenecarboxylic acid. With sodiumborohydride there was obtained therefrom 5-(3-hydroxy-butyl)-2-thiophenecarboxylic acid which wa... Starting materials: COC(=O)CCc1ccccc1OCCCCC=Cc1ccc(OC)cc1, CCOC(C)=O, CO, Cl, [K+], [OH-]. RXN SMILES: [CH3:1][O:2][C:3]([CH2:4][CH2:5][c:6]1[c:7]([O:12][CH2:13][CH2:14][CH2:15][CH2:16][CH:17]=[CH:18][c:19]2[cH:20][cH:21][c:22]([O:25][CH3:26])[cH:23][cH:24]2)[cH:8][cH:9][cH:10][cH:11]1)=[O:27].[CH3:29][CH2:30][O:31][C:32](=[O:33])[CH3:34].[CH3:35][OH:36].[ClH:28].[K+:38].[OH-:37]>>[O:2]=[C:3]([CH2:4][CH2:5][c:6]1[c:7]([O:12][CH2:13][CH2:14][CH2:15][CH2:16][CH:17]=[CH:18][c:19]2[cH:20][cH:21][c:22]([O:25][CH3:26])[cH:23][cH:24]2)[cH:8][cH:9][cH:10][cH:11]1)[OH:27]. Yields the product COc1ccc(C=CCCCCOc2ccccc2CCC(=O)O)cc1. Starting materials: ClCCl, CN, CCOC(=O)Cc1c(C(=O)OCC)c(C)cn1C, ClC(Cl)Cl. The product is CCOC(=O)c1c(C)cn(C)c1CC(=O)NC. As a reaction SMILES: [CH2:1]([Cl:2])[Cl:3].[CH3:4][NH2:5].[CH3:6][n:7]1[c:8]([CH2:18][C:19]([O:21][CH2:20][CH3:22])=[O:23])[c:9]([C:13](=[O:14])[O:15][CH2:16][CH3:17])[c:10]([CH3:12])[cH:11]1.[CH:24]([Cl:25])([Cl:26])[Cl:27]>>[CH3:4][NH:5][C:19]([CH2:18][c:8]1[n:7]([CH3:6])[cH:11][c:10]([CH3:12])[c:9]1[C:13](=[O:14])[O:15][CH2:16][CH3:17])=[O:21].